This data is from the Open Reaction Database (ORD), a public repository of structured organic reaction records. The task is: describe an organic reaction: reactants, conditions, products, and yield The reactants are [OH-].[Na+] (sodium hydroxide), BrC=1C=C2C(=CN(C2=C(C1)C(=O)OCC)C(=O)OC(C)(C)C)C1CC(S(CC1)(=O)=O)(C)C (1-(1,1-dimethylethyl) 7-ethyl 5-bromo-3-(2,2-dimethyl-1,1-dioxidotetrahydro-2H-thiopyran-4-yl)-1H-indole-1,7-dicarboxylate), Cl (HCl). The solvent is O (water), CO (methanol), O (water). Run at temperature 80 celsius. Yields the product BrC=1C=C2C(=CNC2=C(C1)C(=O)O)C1CC(S(CC1)(=O)=O)(C)C ((racemic)-5-Bromo-3-(2,2-dimethyl-1,1-dioxidotetrahydro-2H-thiopyran-4-yl)-1H-indole-7-carboxylic acid). The yield is 94.5%. Reaction SMILES: [Br:1][C:2]1[CH:3]=[C:4]2[C:8](=[C:9]([C:11]([O:13]CC)=[O:12])[CH:10]=1)[N:7](C(OC(C)(C)C)=O)[CH:6]=[C:5]2[CH:23]1[CH2:28][CH2:27][S:26](=[O:30])(=[O:29])[C:25]([CH3:32])([CH3:31])[CH2:24]1.[OH-].[Na+].Cl>CO.O>[Br:1][C:2]1[CH:3]=[C:4]2[C:8](=[C:9]([C:11]([OH:13])=[O:12])[CH:10]=1)[NH:7][CH:6]=[C:5]2[CH:23]1[CH2:28][CH2:27][S:26](=[O:29])(=[O:30])[C:25]([CH3:32])([CH3:31])[CH2:24]1 |f:1.2|. Procedure details: 1-(1,1-dimethylethyl) 7-ethyl 5-bromo-3-(2,2-dimethyl-1,1-dioxidotetrahydro-2H-thiopyran-4-yl)-1H-indole-1,7-dicarboxylate (685 mg, 1.296 mmol) was placed in a flask and dissolved in methanol (6 mL) and water (3 mL). An aqueous solution of sodium hydroxide 6N in water (3.24 mL, 19.44 mmol) was added. The mixture was heated in a microwave for 30 mins at 80° C. The mixture was acidified with aqueous HCl 1N until pH=1, and the resulting mixture was extracted with ethyl acetate. The organic layer wa... Starting materials: C(C1=CC=CC=C1)(=O)NC1=C(C(=O)C2=CC=CC=C2)C=C2C(=C1)OCO2 (2-benzoylamino-4,5-methylenedioxybenzophenone), [OH-].[Na+] (sodium hydroxide). The solvent is C(C)O (ethanol). The product is NC1=C(C(=O)C2=CC=CC=C2)C=C2C(=C1)OCO2 (2-amino-4,5-methylenedioxybenzophenone). As a reaction SMILES: C([NH:9][C:10]1[CH:23]=[C:22]2[O:24][CH2:25][O:26][C:21]2=[CH:20][C:11]=1[C:12]([C:14]1[CH:19]=[CH:18][CH:17]=[CH:16][CH:15]=1)=[O:13])(=O)C1C=CC=CC=1.[OH-].[Na+]>C(O)C>[NH2:9][C:10]1[CH:23]=[C:22]2[O:24][CH2:25][O:26][C:21]2=[CH:20][C:11]=1[C:12]([C:14]1[CH:15]=[CH:16][CH:17]=[CH:18][CH:19]=1)=[O:13] |f:1.2|. Procedure details: To a flask equipped with a stirrer and condenser are charged 40 g. of 2-benzoylamino-4,5-methylenedioxybenzophenone, 150 ml. of ethanol and 100 ml. of 50% sodium hydroxide. The mixture is stirred and refluxed for 2 hours. The solution is treated with 400 ml. of water and the resulting solid is filtered off to give 2-amino-4,5-methylenedioxybenzophenone m.p. 160°-161°C. Reactants: BrC1=CC(=CC=C1)Br (1,3-dibromobenzene), C[C@@H]1OCCC(C1)=O ((2S)-2-methyltetrahydropyran-4-one). Yields the product O[C@]1(C[C@@H](OCC1)C)C1=CC(=CC=C1)Br ((2S,4R)-4-hydroxy-4-(3-bromophenyl)-2-methyltetrahydropyran). Isolated yield 66.0%. As a reaction SMILES: Br[C:2]1[CH:7]=[CH:6][CH:5]=[C:4]([Br:8])[CH:3]=1.[CH3:9][C@H:10]1[CH2:15][C:14](=[O:16])[CH2:13][CH2:12][O:11]1>>[OH:16][C@:14]1([C:2]2[CH:7]=[CH:6][CH:5]=[C:4]([Br:8])[CH:3]=2)[CH2:13][CH2:12][O:11][C@@H:10]([CH3:9])[CH2:15]1. Procedure details: Using an analogous procedure to that described in the portion of Example 6 which is concerned with the preparation of starting materials, 1,3-dibromobenzene was reacted with (2S)-2-methyltetrahydropyran-4-one to give (2S,4R)-4-hydroxy-4-(3-bromophenyl)-2-methyltetrahydropyran in 66% yield as an oil. Starting materials: C(C)C1=CC=C(CSC=2C=C(C(N(C2)COC)=O)OCOC)C=C1 (5-[(4-ethylbenzyl)sulfanyl]-3-(methoxymethoxy)-1-(methoxymethyl)pyridin-2(1H)-one), C(C)C1=CC=C(CSC=2C=C(C(N(C2)COC)=O)OCOC)C=C1 (5-[(4-ethylbenzyl)sulfanyl]-3-(methoxymethoxy)-1-(methoxymethyl)pyridin-2(1H)-one), ClCC1=NC=CN=C1 (2-chloromethylpyrazine). Product: COCOC=1C(N(C=C(C1)SCC1=NC=CN=C1)COC)=O (3-(Methoxymethoxy)-1-(methoxymethyl)-5-[(pyrazin-2-ylmethyl)sulfanyl]pyridin-2(1H)-one). As a reaction SMILES: C(C1C=[CH:23][C:6]([CH2:7][S:8][C:9]2[CH:10]=[C:11]([O:19][CH2:20][O:21][CH3:22])[C:12](=[O:18])[N:13]([CH2:15][O:16][CH3:17])[CH:14]=2)=CC=1)C.ClC[C:27]1[CH:32]=[N:31]C=C[N:28]=1>>[CH3:22][O:21][CH2:20][O:19][C:11]1[C:12](=[O:18])[N:13]([CH2:15][O:16][CH3:17])[CH:14]=[C:9]([S:8][CH2:7][C:6]2[CH:23]=[N:31][CH:32]=[CH:27][N:28]=2)[CH:10]=1. Procedure: Prepared as described for 5-[(4-ethylbenzyl)sulfanyl]-3-(methoxymethoxy)-1-(methoxymethyl)pyridin-2(1H)-one (Intermediate 17) but using 2-chloromethylpyrazine instead of 1-(chloromethyl)-4-ethylbenzene.